From a dataset of the Open Reaction Database (ORD), a public repository of structured organic reaction records. describe an organic reaction: reactants, conditions, products, and yield Starting materials: CC(C)([O-])C.[K+] (potassium tert-butoxide), ClC=1C(=NC2=CC=C(C=C2N1)F)C(F)(F)F (3-chloro-6-fluoro-2-(trifluoromethyl)quinoxaline), O[C@@H]1C[C@@H]2N(C([C@H](CCCCC\C=C/[C@H]3[C@](NC2=O)(C3)C(=O)O)NC(=O)C3=NOC(=C3)C)=O)C1 ((2R,6S,13aS,14aR,16aS,Z)-2-hydroxy-6-(5-methylisoxazole-3-carboxamido)-5,16-dioxo-1,2,3,5,6,7,8,9,10,11,13a,14,14a,15,16,16a-hexadecahydrocyclopropa[e]pyrrolo[1,2-a][1,4]diazacyclopentadecine-14a-carboxylic acid). The solvent is C1CCOC1 (THF), CC1OCCC1 (2-methyltetrahydrofuran), CN(C=O)C (dimethylformamide), CS(=O)C (dimethylsulfoxide). Reaction conditions: temperature 80 celsius, time 30 minute. Product: FC1=CC=C2N=C(C(=NC2=C1)O[C@@H]1C[C@@H]2N(C([C@H](CCCCC\C=C/[C@H]3[C@](NC2=O)(C3)C(=O)O)NC(=O)C3=NOC(=C3)C)=O)C1)C(F)(F)F ((2R,6S,13aS,14aR,16aS,Z)-2-(7-fluoro-3-(trifluoromethyl)quinoxalin-2-yloxy)-6-(5-methylisoxazole-3-carboxamido)-5,16-dioxo-1,2,3,5,6,7,8,9,10,11,13a,14,14a,15,16,16a-hexadecahydrocyclopropa[e]pyrrolo[1,2-a][1,4]diazacyclopentadecine-14a-carboxylic acid). Yield: 84.0%. Reaction SMILES: [OH:1][C@H:2]1[CH2:34][N:5]2[C:6](=[O:33])[C@@H:7]([NH:24][C:25]([C:27]3[CH:31]=[C:30]([CH3:32])[O:29][N:28]=3)=[O:26])[CH2:8][CH2:9][CH2:10][CH2:11][CH2:12][CH:13]=[CH:14][C@@H:15]3[CH2:20][C@@:16]3([C:21]([OH:23])=[O:22])[NH:17][C:18](=[O:19])[C@@H:4]2[CH2:3]1.CC(C)([O-])C.[K+].Cl[C:42]1[C:43]([C:53]([F:56])([F:55])[F:54])=[N:44][C:45]2[C:50]([N:51]=1)=[CH:49][C:48]([F:52])=[CH:47][CH:46]=2>CS(C)=O.C1COCC1.CN(C)C=O.CC1CCCO1>[F:52][C:48]1[CH:49]=[C:50]2[C:45]([N:44]=[C:43]([C:53]([F:56])([F:55])[F:54])[C:42]([O:1][C@H:2]3[CH2:34][N:5]4[C:6](=[O:33])[C@@H:7]([NH:24][C:25]([C:27]5[CH:31]=[C:30]([CH3:32])[O:29][N:28]=5)=[O:26])[CH2:8][CH2:9][CH2:10][CH2:11][CH2:12][CH:13]=[CH:14][C@@H:15]5[CH2:20][C@@:16]5([C:21]([OH:23])=[O:22])[NH:17][C:18](=[O:19])[C@@H:4]4[CH2:3]3)=[N:51]2)=[CH:46][CH:47]=1 |f:1.2|. Procedure details: (2R,6S,13aS,14aR,16aS,Z)-2-hydroxy-6-(5-methylisoxazole-3-carboxamido)-5,16-dioxo-1,2,3,5,6,7,8,9,10,11,13a,14,14a,15,16,16a-hexadecahydrocyclopropa[e]pyrrolo[1,2-a][1,4]diazacyclopentadecine-14a-carboxylic acid (15.2 g) was dissolved in dimethylsulfoxide (122 mL) and a solution of potassium tert-butoxide in THF (1.0M, 68.8 mL) was added dropwise, keeping the temperature to less than 30° C. The resulting solution was added to a solution of 3-chloro-6-fluoro-2-(trifluoromethyl)quinoxaline (8.3 g)... Starting materials: FC1=CC=C(OC2=CC3=C(NC([C@@H]([C@@H](S3)C3=CC=C(C=C3)OC)O)=O)C=C2)C=C1 ((2S, 3S)-2,3-dihydro-8-(4- fluorophenoxy)-3-hydroxy-2-(4-methoxyphenyl)-1,5-benzothiazepin-4(5H)-one), Cl.CN(C)CCCl (dimethylaminoethyl chloride hydrochloride). Product: CN(CCN1C([C@@H]([C@@H](SC2=C1C=CC(=C2)OC2=CC=C(C=C2)F)C2=CC=C(C=C2)OC)O)=O)C ((2S, 3S)-5-(2-Dimethylaminoethyl)-8-(4-fluoro- phenoxy)-2,3-dihydro-3-hydroxy-2-(4-methoxyphenyl)- 1,5-benZothiazepin-4(5H)-one). RXN SMILES: [F:1][C:2]1[CH:29]=[CH:28][C:5]([O:6][C:7]2[CH:27]=[CH:26][C:10]3[NH:11][C:12](=[O:25])[C@H:13]([OH:24])[C@H:14]([C:16]4[CH:21]=[CH:20][C:19]([O:22][CH3:23])=[CH:18][CH:17]=4)[S:15][C:9]=3[CH:8]=2)=[CH:4][CH:3]=1.Cl.[CH3:31][N:32]([CH2:34][CH2:35]Cl)[CH3:33]>>[CH3:31][N:32]([CH3:33])[CH2:34][CH2:35][N:11]1[C:10]2[CH:26]=[CH:27][C:7]([O:6][C:5]3[CH:28]=[CH:29][C:2]([F:1])=[CH:3][CH:4]=3)=[CH:8][C:9]=2[S:15][C@@H:14]([C:16]2[CH:17]=[CH:18][C:19]([O:22][CH3:23])=[CH:20][CH:21]=2)[C@@H:13]([OH:24])[C:12]1=[O:25] |f:1.2|. Procedure details: Following a procedure similar to that described in Example 11(d), 3,4 g of (2S, 3S)-2,3-dihydro-8-(4- fluorophenoxy)-3-hydroxy-2-(4-methoxyphenyl)-1,5-benzothiazepin-4(5H)-one [prepared as described in step (c) above] were alkylated with dimethylaminoethyl chloride hydrochloride to give 3.63 g of the title compound as a syrup. The reactants are OC[C@]12[C@@H](CC(C=C1CC[C@H]1[C@@H]3CCC([C@@]3(C)CC[C@H]21)=O)=O)C (19-Hydroxy-1β-methyl-4-androstene3,17-dione), CS(=O)C (dimethylsulfoxide), FC(C(=O)O)(F)F (trifluoroacetic acid), C1(CCCCC1)N=C=NC1CCCCC1 (N,N'-dicyclohexyl-carbodiimide). The solvent is C(C)OC(C)=O (Ethylacetate), N1=CC=CC=C1 (pyridine), C1=CC=CC=C1 (benzene). Yields the product C[C@@H]1CC(C=C2CC[C@H]3[C@@H]4CCC([C@@]4(C)CC[C@@H]3[C@@]12C=O)=O)=O (1β-methyl-4 -androstene-3,17,19 -trione). RXN SMILES: [OH:1][CH2:2][C@@:3]12[C@@H:20]3[C@H:11]([C@H:12]4[C@@:16]([CH2:18][CH2:19]3)([CH3:17])[C:15](=[O:21])[CH2:14][CH2:13]4)[CH2:10][CH2:9][C:8]1=[CH:7][C:6](=[O:22])[CH2:5][C@H:4]2[CH3:23].CS(C)=O.FC(F)(F)C(O)=O.C1(N=C=NC2CCCCC2)CCCCC1>C(OC(=O)C)C.N1C=CC=CC=1.C1C=CC=CC=1>[CH3:23][C@H:4]1[C@@:3]2([CH:2]=[O:1])[C:8]([CH2:9][CH2:10][C@@H:11]3[C@@H:20]2[CH2:19][CH2:18][C@@:16]2([CH3:17])[C@H:12]3[CH2:13][CH2:14][C:15]2=[O:21])=[CH:7][C:6](=[O:22])[CH2:5]1. Reported procedure: 19-Hydroxy-1β-methyl-4-androstene3,17-dione is added to a mixture containing dimethylsulfoxide, benzene, pyridine, trifluoroacetic acid and N,N'-dicyclohexyl-carbodiimide and allowed to react for 12 hours at room temperature. Ethylacetate is added and the reaction mixture is filtered. The filtrate is extracted with a solution of sodium bicarbonate, water and dried over magnesium sulfate. After evaporation of the solvent under reduced pressure, the residue is crystallized from ether to yield 1β-m... Reactants: COC(CCBr)OC, O=c1[nH]cc(-c2cccnc2Cl)c(=O)[nH]1, Cl, [K+], [K+], O=C([O-])[O-], CN(C)C=O. Yields the product COC(CCn1cc(-c2cccnc2Cl)c(=O)[nH]c1=O)OC. Reaction SMILES: [Br:23][CH2:24][CH2:25][CH:26]([O:27][CH3:28])[O:29][CH3:30].[Cl:2][c:3]1[n:4][cH:5][cH:6][cH:7][c:8]1-[c:9]1[c:10](=[O:16])[nH:11][c:12](=[O:15])[nH:13][cH:14]1.[ClH:1].[K+:17].[K+:18].[O-:19][C:20]([O-:21])=[O:22].[O:31]=[CH:32][N:33]([CH3:34])[CH3:35]>>[Cl:2][c:3]1[n:4][cH:5][cH:6][cH:7][c:8]1-[c:9]1[c:10](=[O:16])[nH:11][c:12](=[O:15])[n:13]([CH2:24][CH2:25][CH:26]([O:27][CH3:28])[O:29][CH3:30])[cH:14]1. The reactants are ClCCCCC1(C(NC2=CC=C(C=C12)C)=O)CC (3-(4-chlorobutyl)-3-ethyl-5-methyl-1,3-dihydro-2H-indol-2-one), ClC=1C=C(C=CC1)N1CCNCC1 (1-(3-chloro-phenyl)-piperazine). Yields the product ClC=1C=C(C=CC1)N1CCN(CC1)CCCCC1(C(NC2=CC=C(C=C12)C)=O)CC (3-{4-[4-(3-Chlorophenyl)-piperazin-1-yl]-butyl}-3-ethyl-5-methyl-1,3-dihydro-2H-indol-2-one). As a reaction SMILES: Cl[CH2:2][CH2:3][CH2:4][CH2:5][C:6]1([CH2:17][CH3:18])[C:14]2[C:9](=[CH:10][CH:11]=[C:12]([CH3:15])[CH:13]=2)[NH:8][C:7]1=[O:16].[Cl:19][C:20]1[CH:21]=[C:22]([N:26]2[CH2:31][CH2:30][NH:29][CH2:28][CH2:27]2)[CH:23]=[CH:24][CH:25]=1>>[Cl:19][C:20]1[CH:21]=[C:22]([N:26]2[CH2:31][CH2:30][N:29]([CH2:2][CH2:3][CH2:4][CH2:5][C:6]3([CH2:17][CH3:18])[C:14]4[C:9](=[CH:10][CH:11]=[C:12]([CH3:15])[CH:13]=4)[NH:8][C:7]3=[O:16])[CH2:28][CH2:27]2)[CH:23]=[CH:24][CH:25]=1. Procedure: The title compound is prepared according to process H by applying processing method 1 starting from 3-(4-chlorobutyl)-3-ethyl-5-methyl-1,3-dihydro-2H-indol-2-one and 1-(3-chloro-phenyl)-piperazine. The reactants are O (water), CN1CC[C@]23C=4C5=CC=C(C4O[C@H]2C(=O)CC[C@]3([C@H]1C5)O)O (oxymorphone), Cl.NO (hydroxylamine hydrochloride), [OH-].[Na+] (NaOH). Solvent: CO (methanol). Reaction conditions: time 15 hour. The product is N(O)=C1[C@H]2[C@]34C=5C(=C(C=CC5C[C@H]([C@@]3(CC1)O)N(CC4)C)O)O2 (6-Oximino-17-methyl-4,5 α-epoxy-3, 14-dihydroxymorphinan). RXN SMILES: [CH3:1][N:2]1[C@@H:19]2[CH2:20][C:7]3=[CH:8][CH:9]=[C:10]([OH:22])[C:11]4[O:12][C@H:13]5[C:14]([CH2:16][CH2:17][C@:18]2([OH:21])[C@:5]5([C:6]=43)[CH2:4][CH2:3]1)=O.Cl.[NH2:24][OH:25].[OH-].[Na+].O>CO>[N:24](=[C:14]1[CH2:16][CH2:17][C@:18]2([OH:21])[C@:5]34[CH2:4][CH2:3][N:2]([CH3:1])[C@@H:19]2[CH2:20][C:7]2[CH:8]=[CH:9][C:10]([OH:22])=[C:11]([O:12][C@@H:13]13)[C:6]4=2)[OH:25] |f:1.2,3.4|. Procedure details: A solution of oxymorphone (1.2 g, 4 mmol) and hydroxylamine hydrochloride (0.35 g, 5 mmol) in 20 mL of methanol was treated with 2 mL of 10% aqueous NaOH and stirred at room temperature for 15 h. The reaction mixture was poured into water and extracted with 150 mL CHCl3 (3×50 mL). The CHCl3 extract was dried (MgSO4), and evaporated. The residue was recrystallized from THF-petroleum ether yielding 600 mg (47.4%), mp 270-71 C. IR: (KBr): No C=O absorption at 1720 cm-1. 1H NMR (d6DMSO) δ 4.83 (s, C... The reactants are COc1ccc2c(c1)CCC1C2CCC2(C)C(=O)CCC12, CN(C)N, CCO, CCOC(OCC)OCC, O. Yields the product COc1ccc2c(c1)CCC1C2CCC2(C)C(=NN(C)C)CCC12. As a reaction SMILES: [CH3:1][O:2][c:3]1[cH:4][c:5]2[c:18]([cH:19][cH:20]1)[CH:17]1[CH:8]([CH2:7][CH2:6]2)[CH:9]2[CH2:10][CH2:11][C:12](=[O:21])[C:13]2([CH3:14])[CH2:15][CH2:16]1.[CH3:23][N:24]([NH2:25])[CH3:26].[CH3:27][CH2:28][OH:29].[CH:30]([O:31][CH2:32][CH3:33])([O:34][CH2:35][CH3:36])[O:37][CH2:38][CH3:39].[OH2:22]>>[CH3:1][O:2][c:3]1[cH:4][c:5]2[c:18]([cH:19][cH:20]1)[CH:17]1[CH:8]([CH2:7][CH2:6]2)[CH:9]2[CH2:10][CH2:11][C:12](=[N:25][N:24]([CH3:23])[CH3:26])[C:13]2([CH3:14])[CH2:15][CH2:16]1.